This data is from the Open Reaction Database (ORD), a public repository of structured organic reaction records. The task is: describe an organic reaction: reactants, conditions, products, and yield Starting materials: O=C([O-])[O-], Nc1cc(-c2ccc(F)cc2)nn1-c1ccccc1Cl, CCOC(=O)c1cccnc1Cl, [Cs+], [Cs+], O=C(C=Cc1ccccc1)C=Cc1ccccc1, O=C(C=Cc1ccccc1)C=Cc1ccccc1, O=C(C=Cc1ccccc1)C=Cc1ccccc1, [Pd], [Pd], c1ccc(P(c2ccccc2)c2ccc3ccccc3c2-c2c(P(c3ccccc3)c3ccccc3)ccc3ccccc23)cc1. The product is CCOC(=O)c1cccnc1Nc1cc(-c2ccc(F)cc2)nn1-c1ccccc1Cl. RXN SMILES: [C:79](=[O:80])([O-:81])[O-:82].[Cl:1][c:2]1[c:3](-[n:8]2[n:9][c:10](-[c:14]3[cH:15][cH:16][c:17]([F:20])[cH:18][cH:19]3)[cH:11][c:12]2[NH2:13])[cH:4][cH:5][cH:6][cH:7]1.[Cl:21][c:22]1[c:23]([C:24](=[O:25])[O:26][CH2:27][CH3:28])[cH:29][cH:30][cH:31][n:32]1.[Cs+:83].[Cs+:84].[O:105]=[C:106]([CH:107]=[CH:108][c:109]1[cH:110][cH:111][cH:112][cH:113][cH:114]1)[CH:115]=[CH:116][c:117]1[cH:118][cH:119][cH:120][cH:121][cH:122]1.[O:123]=[C:124]([CH:125]=[CH:126][c:127]1[cH:128][cH:129][cH:130][cH:131][cH:132]1)[CH:133]=[CH:134][c:135]1[cH:136][cH:137][cH:138][cH:139][cH:140]1.[O:87]=[C:88]([CH:89]=[CH:90][c:91]1[cH:92][cH:93][cH:94][cH:95][cH:96]1)[CH:97]=[CH:98][c:99]1[cH:100][cH:101][cH:102][cH:103][cH:104]1.[Pd:85].[Pd:86].[cH:33]1[cH:34][cH:35][c:36]([P:37]([c:38]2[cH:39][cH:40][c:41]3[c:42]([cH:43][cH:44][cH:45][cH:46]3)[c:47]2-[c:48]2[c:49]3[c:50]([cH:51][cH:52][cH:53][cH:54]3)[cH:55][cH:56][c:57]2[P:58]([c:59]2[cH:60][cH:61][cH:62][cH:63][cH:64]2)[c:65]2[cH:66][cH:67][cH:68][cH:69][cH:70]2)[c:71]2[cH:72][cH:73][cH:74][cH:75][cH:76]2)[cH:77][cH:78]1>>[Cl:1][c:2]1[c:3](-[n:8]2[n:9][c:10](-[c:14]3[cH:15][cH:16][c:17]([F:20])[cH:18][cH:19]3)[cH:11][c:12]2[NH:13][c:22]2[c:23]([C:24](=[O:25])[O:26][CH2:27][CH3:28])[cH:29][cH:30][cH:31][n:32]2)[cH:4][cH:5][cH:6][cH:7]1. Yields the product C(=O)(O)[C@H](CC1=CC=C(OCCCOC2=C(C(=O)O)C=CC=C2)C=C1)OC ((2S)-2-{3-[4-(2-carboxy-2-methoxy-ethyl)-phenoxy]-propoxy}-benzoic acid). Procedure details: The title compound was prepared from (2S)-3-[4-(3-bromo-propoxy)-phenyl]-2-methoxy-propionic acid ethyl ester (Example 284, Step 2) and 2-hydroxy-benzoic acid methyl ester via the same procedure used for the preparation of (2S)-2-methoxy-3-[4-(3-phenoxy-propoxy)-phenyl]-propionic acid (Example 285, Step 1), to produce a colorless oil. Starting materials: C(C)OC([C@H](CC1=CC=C(C=C1)OCCCBr)OC)=O ((2S)-3-[4-(3-bromo-propoxy)-phenyl]-2-methoxy-propionic acid ethyl ester), COC(C1=C(C=CC=C1)O)=O (2-hydroxy-benzoic acid methyl ester), CO[C@H](C(=O)O)CC1=CC=C(C=C1)OCCCOC1=CC=CC=C1 ((2S)-2-methoxy-3-[4-(3-phenoxy-propoxy)-phenyl]-propionic acid). RXN SMILES: C([O:3][C:4](=[O:20])[C@@H:5]([O:18][CH3:19])[CH2:6][C:7]1[CH:12]=[CH:11][C:10]([O:13][CH2:14][CH2:15][CH2:16]Br)=[CH:9][CH:8]=1)C.C[O:22][C:23](=[O:31])[C:24]1[CH:29]=[CH:28][CH:27]=[CH:26][C:25]=1[OH:30].CO[C@@H](CC1C=CC(OCCCOC2C=CC=CC=2)=CC=1)C(O)=O>>[C:4]([C@@H:5]([O:18][CH3:19])[CH2:6][C:7]1[CH:8]=[CH:9][C:10]([O:13][CH2:14][CH2:15][CH2:16][O:30][C:25]2[CH:26]=[CH:27][CH:28]=[CH:29][C:24]=2[C:23]([OH:31])=[O:22])=[CH:11][CH:12]=1)([OH:3])=[O:20]. Starting materials: CC12CCC(O[Si](C)(C)C(C)(C)C)CC1=CCC1C2CCC2(C)C(O)CCC12, C=COCC. Product: C=COC1CCC2C3CC=C4CC(O[Si](C)(C)C(C)(C)C)CCC4(C)C3CCC12C. Reaction SMILES: [C:1]([CH3:2])([CH3:3])([CH3:4])[Si:5]([O:6][CH:7]1[CH2:8][C:9]2=[CH:10][CH2:11][CH:12]3[CH:13]4[CH2:14][CH2:15][CH:16]([OH:26])[C:17]4([CH3:18])[CH2:19][CH2:20][CH:21]3[C:22]2([CH3:25])[CH2:23][CH2:24]1)([CH3:27])[CH3:28].[CH2:29]([CH3:30])[O:31][CH:32]=[CH2:33]>>[C:1]([CH3:2])([CH3:3])([CH3:4])[Si:5]([O:6][CH:7]1[CH2:8][C:9]2=[CH:10][CH2:11][CH:12]3[CH:13]4[CH2:14][CH2:15][CH:16]([O:26][CH:29]=[CH2:30])[C:17]4([CH3:18])[CH2:19][CH2:20][CH:21]3[C:22]2([CH3:25])[CH2:23][CH2:24]1)([CH3:27])[CH3:28].